From a dataset of the Open Reaction Database (ORD), a public repository of structured organic reaction records. describe an organic reaction: reactants, conditions, products, and yield As a reaction SMILES: CN(C1C=CC=CN=1)C.[OH:10][CH:11]([C:25]1[CH:30]=[CH:29][CH:28]=[CH:27][CH:26]=1)[CH:12]([C:20]([O:22][CH2:23][CH3:24])=[O:21])[CH2:13][CH2:14][C:15]([O:17][CH2:18][CH3:19])=[O:16].[C:31](OC(=O)C)(=[O:33])[CH3:32].Cl>N1C=CC=CC=1>[C:31]([O:10][CH:11]([C:25]1[CH:30]=[CH:29][CH:28]=[CH:27][CH:26]=1)[CH:12]([C:20]([O:22][CH2:23][CH3:24])=[O:21])[CH2:13][CH2:14][C:15]([O:17][CH2:18][CH3:19])=[O:16])(=[O:33])[CH3:32]. Yields the product C(C)(=O)OC(C(CCC(=O)OCC)C(=O)OCC)C1=CC=CC=C1 (diethyl 4-acetoxy-4-phenyl-1,3-butanedicarboxylate). Procedure details: 5 mg of dimethylaminopyridine was added to a mixed solution comprising 500 mg of diethyl 4-hydroxy-4-phenyl-1,3-butanedicarboxylate, 5 ml of pyridine and 1 ml of acetic anhydride, followed by stirring at room temperature overnight. 2N hydrochloric acid was added to the reaction solution, and then the mixture was extracted with ethyl acetate. The organic layer was washed sequentially with 2N hydrochloric acid, a saturated sodium hydrogencarbonate aqueous solution and a saturated sodium chloride a... Conditions: time 8 hour. Run in N1=CC=CC=C1 (pyridine). Starting materials: CN(C)C1=NC=CC=C1 (dimethylaminopyridine), Cl (hydrochloric acid), OC(C(CCC(=O)OCC)C(=O)OCC)C1=CC=CC=C1 (diethyl 4-hydroxy-4-phenyl-1,3-butanedicarboxylate), C(C)(=O)OC(C)=O (acetic anhydride).